This data is from the Open Reaction Database (ORD), a public repository of structured organic reaction records. The task is: describe an organic reaction: reactants, conditions, products, and yield Starting materials: BrCCCCCBr, O=S(=O)(Cc1cc(F)ccc1F)c1ccc(Cl)cc1, [H-], [Na+], C1CCOC1. Product: O=S(=O)(c1ccc(Cl)cc1)C(CCCCCBr)c1cc(F)ccc1F. As a reaction SMILES: [Br:22][CH2:23][CH2:24][CH2:25][CH2:26][CH2:27][Br:28].[Cl:3][c:4]1[cH:5][cH:6][c:7]([S:10](=[O:11])(=[O:12])[CH2:13][c:14]2[c:15]([F:21])[cH:16][cH:17][c:18]([F:20])[cH:19]2)[cH:8][cH:9]1.[H-:1].[Na+:2].[O:29]1[CH2:30][CH2:31][CH2:32][CH2:33]1>>[Cl:3][c:4]1[cH:5][cH:6][c:7]([S:10](=[O:11])(=[O:12])[CH:13]([c:14]2[c:15]([F:21])[cH:16][cH:17][c:18]([F:20])[cH:19]2)[CH2:27][CH2:26][CH2:25][CH2:24][CH2:23][Br:22])[cH:8][cH:9]1. The reactants are Grignard reagent, BrC1=C(C=CC=C1)I (1-bromo-2-iodobenzene), C(C)(C)[Mg]Br (Isopropyl magnesium bromide), C[Si](CCS(=O)(=O)N1CC(CCC1)C=O)(C)C (1-(2-trimethylsilyl-(ethanesulfonyl))piperidine-3-carbaldehyde). Run in C1CCOC1 (THF), C1CCOC1 (THF). Conditions: temperature -40 celsius, time 1 hour. The product is BrC1=C(C=CC=C1)C(O)C1CN(CCC1)S(=O)(=O)CC[Si](C)(C)C ((2-Bromophenyl)(1-(2-(trimethylsilyl)ethylsulfonyl)piperidin-3-yl)methanol). Reaction SMILES: [Br:1][C:2]1[CH:7]=[CH:6][CH:5]=[CH:4][C:3]=1I.C([Mg]Br)(C)C.[CH3:14][Si:15]([CH3:30])([CH3:29])[CH2:16][CH2:17][S:18]([N:21]1[CH2:26][CH2:25][CH2:24][CH:23]([CH:27]=[O:28])[CH2:22]1)(=[O:20])=[O:19]>C1COCC1>[Br:1][C:2]1[CH:7]=[CH:6][CH:5]=[CH:4][C:3]=1[CH:27]([CH:23]1[CH2:24][CH2:25][CH2:26][N:21]([S:18]([CH2:17][CH2:16][Si:15]([CH3:30])([CH3:29])[CH3:14])(=[O:19])=[O:20])[CH2:22]1)[OH:28]. Procedure details: A three neck 200-mL flask was charged with anhydrous THF (150 mL) and 1-bromo-2-iodobenzene (5.81 g, 20.5 mmol, 1.5 equiv), and cooled to −40° C. Isopropyl magnesium bromide (1.0 M in THF, 19.9 mL, 19.9 mmol, 1.45 equiv) was added to the solution via syringe at a rate such that the internal temperature did not rise above −35° C. An aliquot was removed, quenched with water and analyzed by LC-MS. The observed amount of bromobenzene showed >90% conversion to the desired Grignard reagent. A solution... Procedure details: With stirring, 500 mg (3.94 mmol) of 1,3-dichloroacetone and 619 mg (3.94 mmol) of 3,4-difluorobenzamide are heated at +135° C. for 1 h. After cooling to RT, the mixture is allowed to stand at this temperature for 90 min 1.0 ml of conc. sulphuric acid is then added, and the mixture is stirred at RT for a further 15 min. The entire mixture is then poured onto 50 ml of ice. Initially, a viscous oil is formed. The mixture is stirred for 60 min, during which time a precipitate is formed which is fil... Starting materials: ClCC(=O)CCl (1,3-dichloroacetone), FC=1C=C(C(=O)N)C=CC1F (3,4-difluorobenzamide), S(O)(O)(=O)=O (sulphuric acid). Product: ClCC=1N=C(OC1)C1=CC(=C(C=C1)F)F (4-(Chloromethyl)-2-(3,4-difluorophenyl)-1,3-oxazole). Solvent: ice. RXN SMILES: [Cl:1][CH2:2][C:3]([CH2:5]Cl)=O.[F:7][C:8]1[CH:9]=[C:10]([CH:14]=[CH:15][C:16]=1[F:17])[C:11]([NH2:13])=[O:12].S(=O)(=O)(O)O>>[Cl:1][CH2:2][C:3]1[N:13]=[C:11]([C:10]2[CH:14]=[CH:15][C:16]([F:17])=[C:8]([F:7])[CH:9]=2)[O:12][CH:5]=1. Run at time 90 minute. The reactants are CCCCBr, NC(=O)c1ccc(Oc2ccc3c(c2)CCCNC3)nc1, CCOC(C)=O, [K+], [K+], O=C([O-])[O-], CN(C)C=O. Yields the product CCCCN1CCCc2cc(Oc3ccc(C(N)=O)cn3)ccc2C1. RXN SMILES: [Br:28][CH2:29][CH2:30][CH2:31][CH3:32].[CH2:1]1[NH:2][CH2:3][CH2:4][CH2:5][c:6]2[c:7]1[cH:8][cH:9][c:10]([O:12][c:13]1[n:14][cH:15][c:16]([C:17](=[O:18])[NH2:19])[cH:20][cH:21]1)[cH:11]2.[CH3:33][CH2:34][O:35][C:36](=[O:37])[CH3:38].[K+:22].[K+:23].[O-:24][C:25]([O-:26])=[O:27].[O:39]=[CH:40][N:41]([CH3:42])[CH3:43]>>[CH2:1]1[N:2]([CH2:29][CH2:30][CH2:31][CH3:32])[CH2:3][CH2:4][CH2:5][c:6]2[c:7]1[cH:8][cH:9][c:10]([O:12][c:13]1[n:14][cH:15][c:16]([C:17](=[O:18])[NH2:19])[cH:20][cH:21]1)[cH:11]2. The reactants are ClC=1C=C(C=CC1)N=C=O (3-chlorophenyl isocyanate), OC1=NSC(=N1)OCC (3-hydroxy-5-ethoxy-1,2,4-thiadiazole). Solvent: O1CCCC1 (tetrahydrofuran). Reaction conditions: temperature 20 celsius, time 2 hour. Yields the product ClC=1C=C(C=CC1)NC(=O)N1SC(=NC1=O)OCC (2-(N-m-chlorophenylcarbamoyl)-5-ethoxy-1,2,4-thiadiazole-3-one). Isolated yield 43.1%. Reaction SMILES: [Cl:1][C:2]1[CH:3]=[C:4]([N:8]=[C:9]=[O:10])[CH:5]=[CH:6][CH:7]=1.[OH:11][C:12]1[N:16]=[C:15]([O:17][CH2:18][CH3:19])[S:14][N:13]=1>O1CCCC1>[Cl:1][C:2]1[CH:3]=[C:4]([NH:8][C:9]([N:13]2[C:12](=[O:11])[N:16]=[C:15]([O:17][CH2:18][CH3:19])[S:14]2)=[O:10])[CH:5]=[CH:6][CH:7]=1. Procedure: 43 g of 3-chlorophenyl isocyanate were added to a solution of 29.4 g of 3-hydroxy-5-ethoxy-1,2,4-thiadiazole in 300 ml of tetrahydrofuran and the mixture was stirred for 21/2 hours at 20° C. The mixture was evaporated to dryness under reduced pressure and the residue was crystallized from ethyl acetate to obtain 26 g of 2-(N-m-chlorophenylcarbamoyl)-5-ethoxy-1,2,4-thiadiazole-3-one melting at 141° C.